This data is from the Open Reaction Database (ORD), a public repository of structured organic reaction records. The task is: describe an organic reaction: reactants, conditions, products, and yield Starting materials: [Na+].C1(CC1)N1C(=NC(=C1C(=O)[O-])C=1C=NC(=NC1)SC)C1=CC=C(C=C1)OC(F)(F)F (3-cyclopropyl-5-(2-methylsulfanyl-pyrimidin-5-yl)-2-(4-trifluoromethoxy-phenyl)-3H-imidazole-4-carboxylic acid sodium salt), C(C)OC(CN(C(C1=CC(=CC=C1)OC(F)(F)F)=O)C1CC1)=O ([cyclopropyl-(3-trifluoromethoxy-benzoyl)-amino]-acetic acid ethyl ester), N1(CCCC1)C1CCNCC1 (4-pyrrolidin-1-yl-piperidine). Yields the product C1(CC1)N1C(=NC(=C1C(=O)N1CCC(CC1)N1CCCC1)C=1C=NC(=NC1)SC)C1=CC(=CC=C1)OC(F)(F)F ([3-Cyclopropyl-5-(2-methylsulfanyl-pyrimidin-5-yl)-2-(3-trifluoromethoxy-phenyl)-3H-imidazol-4-yl]-(4-pyrrolidin-1-yl-piperidin-1-yl)-methanone). Reaction SMILES: [Na+].[CH:2]1([N:5]2[C:9]([C:10]([O-:12])=O)=[C:8]([C:13]3[CH:14]=[N:15][C:16]([S:19][CH3:20])=[N:17][CH:18]=3)[N:7]=[C:6]2[C:21]2[CH:26]=[CH:25][C:24](OC(F)(F)F)=[CH:23][CH:22]=2)[CH2:4][CH2:3]1.C(OC(=O)CN(C1CC1)C(=O)C1C=CC=C([O:45][C:46]([F:49])([F:48])[F:47])C=1)C.[N:55]1([CH:60]2[CH2:65][CH2:64][NH:63][CH2:62][CH2:61]2)[CH2:59][CH2:58][CH2:57][CH2:56]1>>[CH:2]1([N:5]2[C:9]([C:10]([N:63]3[CH2:64][CH2:65][CH:60]([N:55]4[CH2:59][CH2:58][CH2:57][CH2:56]4)[CH2:61][CH2:62]3)=[O:12])=[C:8]([C:13]3[CH:14]=[N:15][C:16]([S:19][CH3:20])=[N:17][CH:18]=3)[N:7]=[C:6]2[C:21]2[CH:22]=[CH:23][CH:24]=[C:25]([O:45][C:46]([F:49])([F:48])[F:47])[CH:26]=2)[CH2:4][CH2:3]1 |f:0.1|. Reported procedure: In analogy to the procedure described for example 2, the title compound has been obtained by coupling of 3-cyclopropyl-5-(2-methylsulfanyl-pyrimidin-5-yl)-2-(3-trifluoromethoxy-phenyl)-3H-imidazole-4-carboxylic acid sodium salt (prepared in analogy to the sequence described for the preparation of intermediate 10, but using [cyclopropyl-(3-trifluoromethoxy-benzoyl)-amino]-acetic acid ethyl ester instead of [cyclopropyl-(4-trifluoromethoxy-benzoyl)-amino]-acetic acid ethyl ester in step 10A) with ... The reactants are OC(CC1(CC(NC1)=O)C1=CC=CC=C1)(C)C (4-(2-hydroxy-2-methylpropyl)-4-phenylpyrrolidin-2-one), [H-].[H-].[H-].[H-].[Li+].[Al+3] (LiAlH4). Run in C1CCOC1 (THF). The product is CC(CC1(CNCC1)C1=CC=CC=C1)(C)O (2-methyl-1-(3-phenylpyrrolidin-3-yl)propan-2-ol). Yield: 90.0%. RXN SMILES: [OH:1][C:2]([CH3:17])([CH3:16])[CH2:3][C:4]1([C:10]2[CH:15]=[CH:14][CH:13]=[CH:12][CH:11]=2)[CH2:8][NH:7][C:6](=O)[CH2:5]1.[H-].[H-].[H-].[H-].[Li+].[Al+3]>C1COCC1>[CH3:17][C:2]([OH:1])([CH3:16])[CH2:3][C:4]1([C:10]2[CH:15]=[CH:14][CH:13]=[CH:12][CH:11]=2)[CH2:5][CH2:6][NH:7][CH2:8]1 |f:1.2.3.4.5.6|. Procedure: To a solution of 4-(2-hydroxy-2-methylpropyl)-4-phenylpyrrolidin-2-one (crude, 2.17 g, 9.3 mmol) in anhydrous THF (40 mL) was added LiAlH4 (1.42 g, 37.3 mmol) at −10° C. in a dry-ice/acetone bath. The reaction mixture was refluxed overnight. LC-MS showed that about 90% of desired product was produced. The reaction mixture was diluted with anhydrous THF (200 mL) and filtered through Celite. The filter cake was washed several times with anhydrous THF. The filtrate was concentrated to dryness to gi... Yields the product COc1cc2c(Nc3ccc(Cl)c(Cl)c3F)ncnc2cc1OCC1CCC2CCCCN2C1. As a reaction SMILES: [C:25](=[O:26])([O-:27])[O-:28].[CH3:31][S:32]([O:33][CH2:36][CH:37]1[CH2:38][CH2:39][CH:40]2[CH2:41][CH2:42][CH2:43][CH2:44][N:45]2[CH2:46]1)(=[O:34])=[O:35].[CH3:47][N:48]([CH3:49])[CH:50]=[O:51].[Cl:2][c:3]1[c:4]([F:24])[c:5]([NH:10][c:11]2[n:12][cH:13][n:14][c:15]3[cH:16][c:17]([OH:23])[c:18]([O:21][CH3:22])[cH:19][c:20]23)[cH:6][cH:7][c:8]1[Cl:9].[ClH:1].[K+:29].[K+:30]>>[Cl:2][c:3]1[c:4]([F:24])[c:5]([NH:10][c:11]2[n:12][cH:13][n:14][c:15]3[cH:16][c:17]([O:23][CH2:36][CH:37]4[CH2:38][CH2:39][CH:40]5[CH2:41][CH2:42][CH2:43][CH2:44][N:45]5[CH2:46]4)[c:18]([O:21][CH3:22])[cH:19][c:20]23)[cH:6][cH:7][c:8]1[Cl:9]. Starting materials: O=C([O-])[O-], CS(=O)(=O)OCC1CCC2CCCCN2C1, CN(C)C=O, COc1cc2c(Nc3ccc(Cl)c(Cl)c3F)ncnc2cc1O, Cl, [K+], [K+]. Product: N1(CCCCC1)CC=1C=C(OCCCNC2=NC(NN2)=O)C=CC1 (5-[[3-[3-(1-piperidinylmethyl)phenoxy]propyl]amino]-1H-1,2,4-triazole-3-one). The yield is 10.6%. Run at time 6 hour. The solvent is O1CCCC1 (tetrahydrofuran). The reactants are N1(CCCCC1)CC=1C=C(OCCCN)C=CC1 (3-[3-(1-piperidinylmethyl)phenoxy]propanamine), COC(=O)N=C(SC)SC (dimethyl N-methoxycarbonylcarbonimidodithioate), O.NN (Hydrazine hydrate). Procedure details: A solution of 3-[3-(1-piperidinylmethyl)phenoxy]propanamine (1.76 g) in tetrahydrofuran (70 ml) was treated with dimethyl N-methoxycarbonylcarbonimidodithioate (1.27 g) at room temperature, and the mixture was stirred for 6 h. Hydrazine hydrate (2 g) was added, and the mixture was heated under reflux for 18 h. The solution was evaporated, and the residue was chromatographed to give the title compound (250 mg) as a colourless oil. tlc. System B, Rf 0.5. Nmr (D2O) 2.5,t, (1H); 2.8-3.0,m,(3H); 5.72... Reaction SMILES: [N:1]1([CH2:7][C:8]2[CH:9]=[C:10]([CH:16]=[CH:17][CH:18]=2)[O:11][CH2:12][CH2:13][CH2:14][NH2:15])[CH2:6][CH2:5][CH2:4][CH2:3][CH2:2]1.C[O:20][C:21]([N:23]=[C:24](SC)SC)=O.O.[NH2:30][NH2:31]>O1CCCC1>[N:1]1([CH2:7][C:8]2[CH:9]=[C:10]([CH:16]=[CH:17][CH:18]=2)[O:11][CH2:12][CH2:13][CH2:14][NH:15][C:24]2[NH:31][NH:30][C:21](=[O:20])[N:23]=2)[CH2:6][CH2:5][CH2:4][CH2:3][CH2:2]1 |f:2.3|. Reactants: ClC1=CC=C(S1)S(=O)(=O)N[C@@H]([C@@H](CC(F)(F)F)C)C=O (5-chloro-N-[(1S,2R)-4,4,4-trifluoro-1-formyl-2-methylbutyl]thiophene-2-sulfonamide), CCOC(=O)C.CCCCCC (EtOAc hexane), C[Mg]Br (Methyl magnesium bromide). Run in C1CCOC1 (THF). Conditions: temperature 25 celsius, time 1 hour. The product is EtOAc-hexanes, ClC1=CC=C(S1)S(=O)(=O)N[C@@H]([C@@H](CC(F)(F)F)C)C(C)O (5-chloro-N-[(1S,2R)-4,4,4-trifluoro-1-(1-hydroxyethyl)-2-methyl butyl]thiophene-2-sulfonamide). The yield is 47.3%. RXN SMILES: [Cl:1][C:2]1[S:6][C:5]([S:7]([NH:10][C@H:11]([CH:19]=[O:20])[C@H:12]([CH3:18])[CH2:13][C:14]([F:17])([F:16])[F:15])(=[O:9])=[O:8])=[CH:4][CH:3]=1.[CH3:21][Mg]Br.CCOC(C)=O.CCCCCC>C1COCC1>[Cl:1][C:2]1[S:6][C:5]([S:7]([NH:10][C@H:11]([CH:19]([OH:20])[CH3:21])[C@H:12]([CH3:18])[CH2:13][C:14]([F:15])([F:16])[F:17])(=[O:9])=[O:8])=[CH:4][CH:3]=1 |f:2.3|. Procedure details: A solution of 5-chloro-N-[(1S,2R)-4,4,4-trifluoro-1-formyl-2-methylbutyl]thiophene-2-sulfonamide (prepared as in Example 16, 1.0 g, 2.86 mmol) in THF (10 mL) was stirred under nitrogen at 0° C. Methyl magnesium bromide (3.0 M in ethyl ether, 1.9 mL, 5.71 mmol.) was added dropwise and the resulting solution was stirred for 1 h at 25° C. After this time period, the reaction was complete by TLC (1:2 EtOAc/hexane). The solution was quenched with saturated aqueous NH4Cl (10 mL) and extracted with eth... Starting materials: C(C)C1=C(C(=CC(=C1)C)CC)C(C(=O)NN=CC1=CC=CC=C1)=O (1-[2-(2,6-diethyl-4-methylphenyl)-2-oxoacetyl]-2-(phenylmethylidene)hydrazine), S(=O)(=O)(OC)OC (dimethyl sulfate), C([O-])([O-])=O.[K+].[K+] (potassium carbonate). The solvent is C1(=CC=CC=C1)C (toluene), C1(=CC=CC=C1)C (toluene), O (water). Run at temperature 5 celsius, time 24 hour. The product is C(C)C1=C(C(=CC(=C1)C)CC)C(C(=O)N(N=CC1=CC=CC=C1)C)=O (1-[2-(2,6-diethyl-4-methylphenyl)-2-oxoacetyl]-1-methyl-2-(phenylmethylidene)hydrazine). Yield: 78.8%. RXN SMILES: [CH2:1]([C:3]1[CH:8]=[C:7]([CH3:9])[CH:6]=[C:5]([CH2:10][CH3:11])[C:4]=1[C:12](=[O:24])[C:13]([NH:15][N:16]=[CH:17][C:18]1[CH:23]=[CH:22][CH:21]=[CH:20][CH:19]=1)=[O:14])[CH3:2].S(OC)(O[CH3:29])(=O)=O.C(=O)([O-])[O-].[K+].[K+]>C1(C)C=CC=CC=1.O>[CH2:1]([C:3]1[CH:8]=[C:7]([CH3:9])[CH:6]=[C:5]([CH2:10][CH3:11])[C:4]=1[C:12](=[O:24])[C:13]([N:15]([CH3:29])[N:16]=[CH:17][C:18]1[CH:19]=[CH:20][CH:21]=[CH:22][CH:23]=1)=[O:14])[CH3:2] |f:2.3.4|. Procedure details: To a 25 mL volume two-necked flask, 500 mg of 1-[2-(2,6-diethyl-4-methylphenyl)-2-oxoacetyl]-2-(phenylmethylidene)hydrazine ((40-a)-(14)-6), 2.3 ml of toluene, 345 mg of dimethyl sulfate and 315 mg of potassium carbonate were added and the mixture was stirred at 5° C. for 24 hours. To the reaction mixture, 2 ml of water and 2.3 ml of toluene were added and the resultant was extracted. Further, the aqueous layer was extracted with 2.5 ml of toluene two times. The organic layers were combined, con...